describe an organic reaction: reactants, conditions, products, and yield From a dataset of the Open Reaction Database (ORD), a public repository of structured organic reaction records. Starting materials: Cl (hydrochloric acid), C(CCCCC)(=O)OCC1(C(NN(C1)C1=CC=CC=C1)=O)C (hexanoic acid, 4-methyl-3-oxo-1-phenyl-pyrazolidin-4-ylmethyl ester), C(C)(C)N(C(C)C)CC (N,N-diisopropylethylamine), C(=O)(Cl)Cl (phosgene), C1(=CC=CC=C1)C (toluene). Run in ClCCl (dichloromethane), ClCCl (dichloromethane). Reaction conditions: time 2 hour. The product is C(CCCCC)(=O)OCC1(C(N(N(C1)C1=CC=CC=C1)C(=O)Cl)=O)C (hexanoic acid, 2-chlorocarbonyl-4-methyl-3-oxo-1-phenyl-pyrazolidin-4-ylmethyl ester). RXN SMILES: [C:1]([O:8][CH2:9][C:10]1([CH3:22])[CH2:14][N:13]([C:15]2[CH:20]=[CH:19][CH:18]=[CH:17][CH:16]=2)[NH:12][C:11]1=[O:21])(=[O:7])[CH2:2][CH2:3][CH2:4][CH2:5][CH3:6].C(N(CC)C(C)C)(C)C.[C:32](Cl)([Cl:34])=[O:33].C1(C)C=CC=CC=1.Cl>ClCCl>[C:1]([O:8][CH2:9][C:10]1([CH3:22])[CH2:14][N:13]([C:15]2[CH:20]=[CH:19][CH:18]=[CH:17][CH:16]=2)[N:12]([C:32]([Cl:34])=[O:33])[C:11]1=[O:21])(=[O:7])[CH2:2][CH2:3][CH2:4][CH2:5][CH3:6]. Procedure details: A solution of hexanoic acid, 4-methyl-3-oxo-1-phenyl-pyrazolidin-4-ylmethyl ester (0.74 g, 0.0024 mol) and N,N-diisopropylethylamine (0.36 g, 0.0028 mol) in dichloromethane (8 ml) was added dropwise over 30 min to a stirred solution of a 20% phosgene in toluene solution (1.5 ml, 0.0028 mol) and dichloromethane (8 ml) under an atmosphere of argon. The reaction mixture was cooled using an acetone-solid carbon dioxide bath such that the initial temperature was −30° C. and the reaction remained belo...